Dataset: the Open Reaction Database (ORD), a public repository of structured organic reaction records. Task: describe an organic reaction: reactants, conditions, products, and yield Reactants: BrCc1ccccc1, CC(C)(C)OC(=O)Nc1cccc2ccc(O)cc12, O=C([O-])[O-], CN(C)C=O, [K+], [K+]. Product: CC(C)(C)OC(=O)Nc1cccc2ccc(OCc3ccccc3)cc12. As a reaction SMILES: [Br:26][CH2:27][c:28]1[cH:29][cH:30][cH:31][cH:32][cH:33]1.[C:1]([CH3:2])([CH3:3])([CH3:4])[O:5][C:6]([NH:7][c:8]1[cH:9][cH:10][cH:11][c:12]2[cH:13][cH:14][c:15]([OH:18])[cH:16][c:17]12)=[O:19].[C:20](=[O:21])([O-:22])[O-:23].[CH3:34][N:35]([CH3:36])[CH:37]=[O:38].[K+:24].[K+:25]>>[C:1]([CH3:2])([CH3:3])([CH3:4])[O:5][C:6]([NH:7][c:8]1[cH:9][cH:10][cH:11][c:12]2[cH:13][cH:14][c:15]([O:18][CH2:27][c:28]3[cH:29][cH:30][cH:31][cH:32][cH:33]3)[cH:16][c:17]12)=[O:19].